Dataset: the Open Reaction Database (ORD), a public repository of structured organic reaction records. Task: describe an organic reaction: reactants, conditions, products, and yield The reactants are COCCOC (1,2-dimethoxyethane), C([O-])([O-])=O.[K+].[K+] (potassium carbonate), FC(C(=O)N(C1=CC=C(C(=O)Cl)C=C1)CCCCCCCCCCCCCCCC)(F)F (N-trifluoroacetyl-4-(hexadecylamino)benzoyl chloride), OC1OC(CC1)C (2-hydroxy-5-methyltetrahydrofuran). Solvent: C(C)N(CC)CC (triethylamine), C(C)#N (acetonitrile), O (water). Conditions: time 4 hour. Product: C(CCCCCCCCCCCCCCC)NC1=CC=C(C(=O)OC2OC(CC2)C)C=C1 (2-[4-(hexadecylamino)benzoyloxy]-5-methyltetrahydrofuran). Reaction SMILES: COCCOC.FC(F)(F)C([N:11]([CH2:21][CH2:22][CH2:23][CH2:24][CH2:25][CH2:26][CH2:27][CH2:28][CH2:29][CH2:30][CH2:31][CH2:32][CH2:33][CH2:34][CH2:35][CH3:36])[C:12]1[CH:20]=[CH:19][C:15]([C:16](Cl)=[O:17])=[CH:14][CH:13]=1)=O.[OH:39][CH:40]1[CH2:44][CH2:43][CH:42]([CH3:45])[O:41]1.C(=O)([O-])[O-].[K+].[K+]>C(#N)C.O.C(N(CC)CC)C>[CH2:21]([NH:11][C:12]1[CH:13]=[CH:14][C:15]([C:16]([O:39][CH:40]2[CH2:44][CH2:43][CH:42]([CH3:45])[O:41]2)=[O:17])=[CH:19][CH:20]=1)[CH2:22][CH2:23][CH2:24][CH2:25][CH2:26][CH2:27][CH2:28][CH2:29][CH2:30][CH2:31][CH2:32][CH2:33][CH2:34][CH2:35][CH3:36] |f:3.4.5|. Procedure details: In 50 ml. of 1,2-dimethoxyethane, 9.4 g. of N-trifluoroacetyl-4-(hexadecylamino)benzoyl chloride, 2.2 g. of triethylamine and 2.2 g. of 2-hydroxy-5-methyltetrahydrofuran are heated together at 60° C. for 24 hours. After addition at 30° C. of a small amount of aqueous potassium carbonate and standing for 4 hours, the white crystalline product is isolated by addition of water, filtration and recrystallization from acetonitrile. Starting materials: CCOCC (ether), Grignard reagent, [Mg] (magnesium), FC1=CC=C(C=C1)Br (p-fluorobromobenzene), CCOCC (ether), ClC1C(CCCC1)=O (2-chlorocyclohexanone). The solvent is C1=CC=CC=C1 (benzene). Conditions: time 18 hour. Product: FC1=CC=C(C=C1)C1C(CCCC1)=O (2-(p-fluorophenyl)-cyclohexanone). Reaction SMILES: [F:1][C:2]1[CH:7]=[CH:6][C:5](Br)=[CH:4][CH:3]=1.CCOCC.[Mg].Cl[CH:16]1[CH2:21][CH2:20][CH2:19][CH2:18][C:17]1=[O:22]>C1C=CC=CC=1>[F:1][C:2]1[CH:7]=[CH:6][C:5]([CH:16]2[CH2:21][CH2:20][CH2:19][CH2:18][C:17]2=[O:22])=[CH:4][CH:3]=1. Procedure details: The Grignard reagent prepared by adding 210 g of p-fluorobromobenzene in 800 ml. of anhydrous ether to 29.1 g of magnesium turnings in 50 ml. of ether was added, with cooling to keep the temperature of the reaction less than 15° C., to a solution of 158.4 g of 2-chlorocyclohexanone in 800 ml. of anhydrous benzene. The reaction was stirred at 25° for 18 hrs. then the ether was distilled off and the resulting benzene solution refluxed for 24 hrs. It was then poured into a mixture of 1 liter water ...